This data is from the Open Reaction Database (ORD), a public repository of structured organic reaction records. The task is: describe an organic reaction: reactants, conditions, products, and yield Reactants: F[B-](F)(F)F, C=CCOc1c(C)cc(C(=O)NN)cc1C, Cc1c(CC(C)C)csc1C(=O)O, CCOCC, Cl, CN(C)C=O, CN(C)C(On1nnc2ccccc21)=[N+](C)C. Product: C=CCOc1c(C)cc(C(=O)NNC(=O)c2scc(CC(C)C)c2C)cc1C. RXN SMILES: [B-:31]([F:32])([F:33])([F:34])[F:35].[CH2:15]([CH:16]=[CH2:17])[O:18][c:19]1[c:20]([CH3:30])[cH:21][c:22]([C:23](=[O:24])[NH:25][NH2:26])[cH:27][c:28]1[CH3:29].[CH2:1]([CH:2]([CH3:3])[CH3:4])[c:5]1[c:6]([CH3:13])[c:7]([C:10](=[O:11])[OH:12])[s:8][cH:9]1.[CH3:58][CH2:59][O:60][CH2:61][CH3:62].[ClH:14].[O:53]=[CH:54][N:55]([CH3:56])[CH3:57].[n:36]1([O:37][C:38]([N:39]([CH3:40])[CH3:41])=[N+:42]([CH3:43])[CH3:44])[c:45]2[cH:46][cH:47][cH:48][cH:49][c:50]2[n:51][n:52]1>>[CH2:1]([CH:2]([CH3:3])[CH3:4])[c:5]1[c:6]([CH3:13])[c:7]([C:10](=[O:12])[NH:26][NH:25][C:23]([c:22]2[cH:21][c:20]([CH3:30])[c:19]([O:18][CH2:15][CH:16]=[CH2:17])[c:28]([CH3:29])[cH:27]2)=[O:24])[s:8][cH:9]1. The reactants are CC(C)([O-])C.[K+] (potassium tert-butoxide), [Cl-].NC(=[NH2+])N (guanidinium chloride), C(C(C)C)N1C(C2=CC=C(C=C2C1=O)C)CC(=O)OCC (ethyl (2-isobutyl-5-methyl-3-oxo-2,3-dihydro-1H-isoindol-1-yl)acetate). Run in O (water). Run at temperature 20 celsius, time 40 hour. Product: C(C(C)C)N1C(C2=CC=C(C=C2C1=O)C)CC(=O)NC(=N)N (N-[(2-isobutyl-5-methyl-3-oxo-2,3-dihydro-1H-isoindol-1-yl)acetyl]guanidine). The yield is 70.2%. As a reaction SMILES: CC(C)([O-])C.[K+].[Cl-].[NH2:8][C:9]([NH2:11])=[NH2+:10].[CH2:12]([N:16]1[C:24](=[O:25])[C:23]2[C:18](=[CH:19][CH:20]=[C:21]([CH3:26])[CH:22]=2)[CH:17]1[CH2:27][C:28](OCC)=[O:29])[CH:13]([CH3:15])[CH3:14]>O>[CH2:12]([N:16]1[C:24](=[O:25])[C:23]2[C:18](=[CH:19][CH:20]=[C:21]([CH3:26])[CH:22]=2)[CH:17]1[CH2:27][C:28]([NH:10][C:9]([NH2:11])=[NH:8])=[O:29])[CH:13]([CH3:15])[CH3:14] |f:0.1,2.3|. Procedure details: N-[(2-Isobutyl-5-methyl-3-oxo-2,3-dihydro-1H-isoindol-1-yl)acetyl]guanidine is prepared as described in Example 1, starting with 1.75 g of potassium tert-butoxide, 1.78 g of guanidinium chloride and 0.9 g of ethyl (2-isobutyl-5-methyl-3-oxo-2,3-dihydro-1H-isoindol-1-yl)acetate. The reaction mixture is stirred at a temperature in the region of 20° C. for 40 hours and is then poured into 150 cm3 of water and extracted with 3 times 150 cm3 of ethyl acetate. The organic extracts are combined, washed... Starting materials: C(C)OC(C(CC(C)(C)C1=C(C=CC=C1)OC)=O)=O (ethyl-4-(2-methoxyphenyl)-4-methyl-2-oxopentanoate), FC(C(F)(F)F)(F)[Si](C)(C)C ((pentafluoroethyl)trimethylsilane), [F-].C(CCC)[N+](CCCC)(CCCC)CCCC (tetrabutylammonium fluoride). Solvent: C1CCOC1 (THF). The product is C(C)OC(C(CC(C)(C)C1=C(C=CC=C1)OC)(C(C(F)(F)F)(F)F)O)=O (ethyl-4-(2-methoxyphenyl)-2-hydroxy-4-methyl-2-(pentafluoroethyl)-pentanoate). RXN SMILES: [CH2:1]([O:3][C:4](=[O:19])[C:5](=[O:18])[CH2:6][C:7]([C:10]1[CH:15]=[CH:14][CH:13]=[CH:12][C:11]=1[O:16][CH3:17])([CH3:9])[CH3:8])[CH3:2].[F:20][C:21]([Si](C)(C)C)([F:26])[C:22]([F:25])([F:24])[F:23].[F-].C([N+](CCCC)(CCCC)CCCC)CCC>C1COCC1>[CH2:1]([O:3][C:4](=[O:19])[C:5]([OH:18])([C:21]([F:26])([F:20])[C:22]([F:25])([F:24])[F:23])[CH2:6][C:7]([C:10]1[CH:15]=[CH:14][CH:13]=[CH:12][C:11]=1[O:16][CH3:17])([CH3:9])[CH3:8])[CH3:2] |f:2.3|. Procedure: Analogously to Example 7, 687 mg of ethyl-4-(2-methoxyphenyl)-4-methyl-2-oxopentanoate (WO 00/32584) with 1 g of (pentafluoroethyl)trimethylsilane and 0.5 ml of (tetrabutylammonium fluoride solution (1 M in THF)) in 18 ml THF are reacted to form g of ethyl-4-(2-methoxyphenyl)-2-hydroxy-4-methyl-2-(pentafluoroethyl)-pentanoate. 450 mg of the ester that is obtained in 12 ml of diethyl ether is mixed in portions at 0° C. with 66 mg of lithium aluminum hydride. After stirring for 11 hours, it is add...